Dataset: the Open Reaction Database (ORD), a public repository of structured organic reaction records. Task: describe an organic reaction: reactants, conditions, products, and yield The solvent is C(CO)O (ethylene glycol). Procedure details: Following a published procedure (Tetrahedron, 2002, 5251) 6-bromo-9H-pyrido[3,4-b]indole-3-carbaldehyde (40 mg, 0.145 mmol), hydrazine hydrate (51 mg, 1.02 mmol) and KOH (29 mg, 0.509 mmol) were combined in 0.5 mL of ethylene glycol and heated to 150° C. overnight. The reaction was cooled to room temperature. Ice chips were added and the mixture was stirred in an ice bath for 1 hour. White precipitate formed which was filtered and dried to afford the desired compound in 73% yield. The yield is 73.0%. The reactants are BrC=1C=C2C3=C(NC2=CC1)C=NC(=C3)C=O (6-bromo-9H-pyrido[3,4-b]indole-3-carbaldehyde), O.NN (hydrazine hydrate), [OH-].[K+] (KOH). Run at temperature 150 celsius, time 1 hour. Product: BrC=1C=C2C3=C(NC2=CC1)C=NC(=C3)C (6-bromo-3-methyl-9H-pyrido[3,4-b]indole). As a reaction SMILES: [Br:1][C:2]1[CH:3]=[C:4]2[C:8](=[CH:9][CH:10]=1)[NH:7][C:6]1[CH:11]=[N:12][C:13]([CH:15]=O)=[CH:14][C:5]2=1.O.NN.[OH-].[K+]>C(O)CO>[Br:1][C:2]1[CH:3]=[C:4]2[C:8](=[CH:9][CH:10]=1)[NH:7][C:6]1[CH:11]=[N:12][C:13]([CH3:15])=[CH:14][C:5]2=1 |f:1.2,3.4|. The reactants are C(C)(C)(C)OC(=O)N[C@H](C(=O)OC)CCCN(C)C ((S)-methyl 2-(tert-butoxycarbonylamino)-5-(dimethylamino)pentanoate), IC (iodomethane). Solvent: C1CCOC1 (THF). Run at time 1 hour. Yields the product [I-].C(C)(C)(C)OC(=O)N[C@@H](CCC[N+](C)(C)C)C(=O)OC ((S)-4-(tert-butoxycarbonylamino)-5-methoxy-N,N,N-trimethyl-5-oxopentan-1-aminium iodide). As a reaction SMILES: [C:1]([O:5][C:6]([NH:8][C@@H:9]([CH2:14][CH2:15][CH2:16][N:17]([CH3:19])[CH3:18])[C:10]([O:12][CH3:13])=[O:11])=[O:7])([CH3:4])([CH3:3])[CH3:2].[I:20][CH3:21]>C1COCC1>[I-:20].[C:1]([O:5][C:6]([NH:8][C@H:9]([C:10]([O:12][CH3:13])=[O:11])[CH2:14][CH2:15][CH2:16][N+:17]([CH3:21])([CH3:19])[CH3:18])=[O:7])([CH3:4])([CH3:3])[CH3:2] |f:3.4|. Procedure: To a solution of (S)-methyl 2-(tert-butoxycarbonylamino)-5-(dimethylamino)pentanoate (5.62 g, 20.5 mmol, 1.0 eq) in THF (40 mL), was added iodomethane (1.4 mL, 22.5 mmol, 1.1 eq). The mixture was stirred at room temperature for 1 h, until the starting material was consumed as determined by LCMS analysis. The reaction mixture was concentrated and then dried under high vacuum to provide (S)-4-(tert-butoxycarbonylamino)-5-methoxy-N,N,N-trimethyl-5-oxopentan-1-aminium iodide as a white solid, which ... The reactants are CCN(C(C)C)C(C)C, Clc1nc(Cl)c2c(n1)CCS2, NC1(CO)CC1, C1COCCO1. The product is OCC1(Nc2nc(Cl)nc3c2SCC3)CC1. As a reaction SMILES: [CH:12]([N:13]([CH:14]([CH3:15])[CH3:16])[CH2:17][CH3:18])([CH3:19])[CH3:20].[Cl:1][c:2]1[n:3][c:4]([Cl:11])[c:5]2[c:6]([n:7]1)[CH2:8][CH2:9][S:10]2.[NH2:21][C:22]1([CH2:25][OH:26])[CH2:23][CH2:24]1.[O:27]1[CH2:28][CH2:29][O:30][CH2:31][CH2:32]1>>[Cl:1][c:2]1[n:3][c:4]([NH:21][C:22]2([CH2:25][OH:26])[CH2:23][CH2:24]2)[c:5]2[c:6]([n:7]1)[CH2:8][CH2:9][S:10]2. Starting materials: NC1=C(C(=C(C=O)C=C1F)F)Br (4-amino-3-bromo-2,5-difluorobenzaldehyde), CC(=O)O (AcOH), N(=O)[O-].[Na+] (NaNO2), [PH2](=O)O (hypophosphorous acid). The solvent is O (H2O). Conditions: time 1 hour. Product: BrC=1C(=C(C=O)C=C(C1)F)F (3-bromo-2,5-difluorobenzaldehyde). Yield: 88.9%. RXN SMILES: N[C:2]1[C:9]([F:10])=[CH:8][C:5]([CH:6]=[O:7])=[C:4]([F:11])[C:3]=1[Br:12].CC(O)=O.[PH2](O)=O.N([O-])=O.[Na+]>O>[Br:12][C:3]1[C:4]([F:11])=[C:5]([CH:8]=[C:9]([F:10])[CH:2]=1)[CH:6]=[O:7] |f:3.4|. Reported procedure: A mixture of 16 g of 4-amino-3-bromo-2,5-difluorobenzaldehyde and 375 mL of AcOH is stirred until homogenous and 188 mL of 50-52% aqueous hypophosphorous acid is added. Next a solution of 6.8 g of NaNO2 in 38 mL of H2O is added dropwise over 15 minutes with ice cooling to maintain a temperature of 15°-20° C. The ice bath is removed and stirring continued for 1 hour. the reaction mixture is poured into 1 L of ice/H2O and extracted with 3×300 mL of CH2Cl2. The CH2Cl2 extracts are washed with H2O, ... Product: C(C1=CC=CC=C1)N1CC(CCCC1)=O (1-benzyl-azepan-3-one). RXN SMILES: CC([O-])(C)C.[K+].[CH2:7]([N:14]([CH2:22]C(OCC)=O)[CH2:15][CH2:16][CH2:17][CH2:18][C:19]([OH:21])=O)[C:8]1[CH:13]=[CH:12][CH:11]=[CH:10][CH:9]=1.Cl>C1(C)C=CC=CC=1>[CH2:7]([N:14]1[CH2:15][CH2:16][CH2:17][CH2:18][C:19](=[O:21])[CH2:22]1)[C:8]1[CH:9]=[CH:10][CH:11]=[CH:12][CH:13]=1 |f:0.1|. Reactants: C(C1=CC=CC=C1)N(CCCCC(=O)O)CC(=O)OCC (5-(benzyl-ethoxycarbonylmethyl-amino)-pentanoic acid), CC(C)(C)[O-].[K+] (potassium tert-butylate), Cl (hydrochloric acid). Isolated yield 40.9%. Procedure: A suspension of potassium tert-butylate (336 mg) in toluene (2.5 ml) is refluxed for 10 min. Then 5-(benzyl-ethoxycarbonylmethyl-amino)-pentanoic acid (695 mg) in toluene (1 ml) is slowly added to the suspension and when the addition is complete the mixture is refluxed for another 1.5 hours. After cooling to room temperature 25% hydrochloric acid (1 ml) is added. The organic phase is separated off and washed with 25% hydrochloric acid (4×1 ml). The combined hydrochloric-acid aqueous phases are t... Solvent: C1(=CC=CC=C1)C (toluene), C1(=CC=CC=C1)C (toluene). The reactants are C(=O)C1=C(OCC2=C3C=NN(C3=CC=C2)C(=O)OC(C)(C)C)C=CC(=C1)OC (tert-butyl 4-((2-formyl-4-methoxyphenoxy)methyl)-1H-indazole-1-carboxylate), C(=O)(C(F)(F)F)O (TFA). Solvent: C(Cl)Cl (DCM). Conditions: time 2 hour. The product is N1N=CC2=C(C=CC=C12)COC1=C(C=O)C=C(C=C1)OC (2-((1H-indazol-4-yl)methoxy)-5-methoxybenzaldehyde). Yield: 77.0%. RXN SMILES: [CH:1]([C:3]1[CH:26]=[C:25]([O:27][CH3:28])[CH:24]=[CH:23][C:4]=1[O:5][CH2:6][C:7]1[CH:15]=[CH:14][CH:13]=[C:12]2[C:8]=1[CH:9]=[N:10][N:11]2C(OC(C)(C)C)=O)=[O:2].C(O)(C(F)(F)F)=O>C(Cl)Cl>[NH:11]1[C:12]2[C:8](=[C:7]([CH2:6][O:5][C:4]3[CH:23]=[CH:24][C:25]([O:27][CH3:28])=[CH:26][C:3]=3[CH:1]=[O:2])[CH:15]=[CH:14][CH:13]=2)[CH:9]=[N:10]1. Procedure: To tert-butyl 4-((2-formyl-4-methoxyphenoxy)methyl)-1H-indazole-1-carboxylate (88 mg, 0.23 mmol) in DCM (5.0 mL) was added TFA (2.0 mL). The mixture was stirred at rt for 2 h and concentrated. The crude was purified on silica gel using a mixture of EtOAc and hexanes as eluent to give 2-((1H-indazol-4-yl)methoxy)-5-methoxybenzaldehyde (50 mg, 77%) as a white solid. 1H NMR (400 MHz; CDCl3) δ=10.53 (s, 1H), 8.23 (s, 1H), 7.54 (d, 1H) 7.43 (t, 1H), 7.38 (d, 1H), 7.25 (d, 1H), 7.08-7.15 (m, 2H), 5.51... Reactants: CS(C)=O, CCN(C(C)C)C(C)C, O, c1ccc(-c2nsc(N3CCNCC3)n2)cc1, O=C(Nc1cnccn1)OCC(Cl)(Cl)Cl. Product: O=C(Nc1cnccn1)N1CCN(c2nc(-c3ccccc3)ns2)CC1. RXN SMILES: [CH3:42][S:43]([CH3:44])=[O:45].[CH:33]([N:34]([CH:35]([CH3:36])[CH3:37])[CH2:38][CH3:39])([CH3:40])[CH3:41].[OH2:46].[c:16]1(-[c:22]2[n:23][s:24][c:25]([N:27]3[CH2:28][CH2:29][NH:30][CH2:31][CH2:32]3)[n:26]2)[cH:17][cH:18][cH:19][cH:20][cH:21]1.[n:1]1[c:2]([NH:7][C:8]([O:9][CH2:10][C:11]([Cl:12])([Cl:13])[Cl:14])=[O:15])[cH:3][n:4][cH:5][cH:6]1>>[n:1]1[c:2]([NH:7][C:8](=[O:15])[N:30]2[CH2:29][CH2:28][N:27]([c:25]3[s:24][n:23][c:22](-[c:16]4[cH:17][cH:18][cH:19][cH:20][cH:21]4)[n:26]3)[CH2:32][CH2:31]2)[cH:3][n:4][cH:5][cH:6]1. Starting materials: c4ccc(B3OB(c1ccccc1)OB(c2ccccc2)O3)cc4 (effective_coupling_partner), CC(=O)Oc1cccc2ccccc12 (substrate). The reagents and catalysts are PCy3. Run at temperature 110 celsius, time 12 hour. Yields the product c3ccc(c1cccc2ccccc12)cc3. Reactants: FC1=C(OCC#N)C=C(C=C1)F ((2,5-difluorophenoxy)acetonitrile), [H-].[Al+3].[Li+].[H-].[H-].[H-] (lithium aluminium hydride), O (water), [OH-].[Na+] (NaOH), O (water). Solvent: O1CCCC1 (tetrahydrofuran), C(C)OCC (diethyl ether). Yields the product FC1=C(OCCN)C=C(C=C1)F (2-(2,5-Difluorophenoxy)ethylamine), SiO2. As a reaction SMILES: [F:1][C:2]1[CH:11]=[CH:10][C:9]([F:12])=[CH:8][C:3]=1[O:4][CH2:5][C:6]#[N:7].[H-].[Al+3].[Li+].[H-].[H-].[H-].O.[OH-].[Na+]>O1CCCC1.C(OCC)C>[F:1][C:2]1[CH:11]=[CH:10][C:9]([F:12])=[CH:8][C:3]=1[O:4][CH2:5][CH2:6][NH2:7] |f:1.2.3.4.5.6,8.9|. Procedure details: The solution of 2.44 g of (2,5-difluorophenoxy)acetonitrile in 40 ml of tetrahydrofuran is added dropwise at 20-30° C. to the stirred mixture of 1.13 g of lithium aluminium hydride in 16 ml of diethyl ether. The reaction mixture is stirred at reflux over 2 hours and subsequently cooled to room temperature. 2 ml of water and 6.5 ml of 1N NaOH are successively added dropwise. The suspension is stirred at room temperature over 14 hours. The reaction mixture is poured onto 80 ml of water and extract... Reactants: FCC(CC(=O)OC(C)(C)C)=O (t-butyl 4-fluoroacetoacetate), NC1=NNC(=N1)SCC1=CC=CC=C1 (3-amino-5-benzylthio-1,2,4-triazole). The solvent is C(C)(=O)O (acetic acid). Run at time 5.5 hour. The product is C(C1=CC=CC=C1)SC1=NN2C(N=C(C=C2O)CF)=N1 (2-Benzylthio-5-fluoromethyl-7-hydroxy-1,2,4-triazolo[1,5-a]pyrimidine). Reaction SMILES: [F:1][CH2:2][C:3](=O)[CH2:4][C:5]([O:7]C(C)(C)C)=O.[NH2:13][C:14]1[N:18]=[C:17]([S:19][CH2:20][C:21]2[CH:26]=[CH:25][CH:24]=[CH:23][CH:22]=2)[NH:16][N:15]=1>C(O)(=O)C>[CH2:20]([S:19][C:17]1[N:18]=[C:14]2[N:13]=[C:3]([CH2:2][F:1])[CH:4]=[C:5]([OH:7])[N:15]2[N:16]=1)[C:21]1[CH:22]=[CH:23][CH:24]=[CH:25][CH:26]=1. Reported procedure: A solution containing 20.0 g (114 mmol) of t-butyl 4-fluoroacetoacetate, 23.4 g (114 mmol) of 3-amino-5-benzylthio-1,2,4-triazole in 250 ml of glacial acetic acid was heated at reflux with stirring for 5.5 hr and then allowed to cool and stand overnight. The crystals that formed were ground to reduce their size and then recovered by filtration and dried in a vacuum oven to obtain 18.3 g (55 percent of theory) of the title product as a white powder melting with decomposition at 214°-218° C.